From a dataset of the Open Reaction Database (ORD), a public repository of structured organic reaction records. describe an organic reaction: reactants, conditions, products, and yield Starting materials: C(=O)(O)[O-].[Na+] (NaHCO3), C(=O)(OC(C)(C)C)OC(=O)OC(C)(C)C (di-t-butyl dicarbonate), C(C)(C)(C)OC(=O)N1C[C@@H]2N(C(C3=C(C=C(C=C23)\C=C/C)C(F)(F)F)=O)CC1 (N-(t-butoxycarbonyl)-(R)-1,3,4,10b-tetrahydro-9-(cis-1-propenyl)-7-trifluoromethyl-pyrazino[2,1-a]isoindol-6(2H)-one), O=[O+][O-] (ozone), [BH4-].[Na+] (sodium borohydride). Solvent: CCOC(=O)C (EtOAc), Cl (HCl), CO (MeOH). Reaction conditions: time 5 minute. Product: C(C)(C)(C)OC(=O)N1C[C@@H]2N(C(C3=C(C=C(C=C23)CO)C(F)(F)F)=O)CC1 (N-(t-butoxycarbonyl)-(R)-1,3,4,10b-tetrahydro-9-hydroxymethyl-7-trifluoromethyl-pyrazino[2,1-a]isoindol-6(2H)-one). As a reaction SMILES: [C:1]([O:5][C:6]([N:8]1[CH2:28][CH2:27][N:11]2[C:12](=[O:26])[C:13]3[C:18]([C@@H:10]2[CH2:9]1)=[CH:17][C:16](/[CH:19]=C\C)=[CH:15][C:14]=3[C:22]([F:25])([F:24])[F:23])=[O:7])([CH3:4])([CH3:3])[CH3:2].[O:29]=[O+][O-].[BH4-].[Na+].C([O-])(O)=O.[Na+].C(OC(OC(C)(C)C)=O)(OC(C)(C)C)=O>CO.Cl.CCOC(C)=O>[C:1]([O:5][C:6]([N:8]1[CH2:28][CH2:27][N:11]2[C:12](=[O:26])[C:13]3[C:18]([C@@H:10]2[CH2:9]1)=[CH:17][C:16]([CH2:19][OH:29])=[CH:15][C:14]=3[C:22]([F:24])([F:23])[F:25])=[O:7])([CH3:4])([CH3:3])[CH3:2] |f:2.3,4.5|. Procedure details: To a stirring solution of N-(t-butoxycarbonyl)-(R)-1,3,4,10b-tetrahydro-9-(cis-1-propenyl)-7-trifluoromethyl-pyrazino[2,1-a]isoindol-6(2H)-one (182 mg, 0.46 mmol) in MeOH (5.0 mL) at −78° C. was bubbled ozone for 5 min. until the reaction turned a light blue color. After 5 min., sodium borohydride (23 mg, 0.6 mmol) was added. The reaction was stir for 1 hr and then warmed to room temp. The reaction was conc. in vacuo to a white solid and then dissolved in 1M aq. HCl. After 15 min, the reaction w...